This data is from the Open Reaction Database (ORD), a public repository of structured organic reaction records. The task is: describe an organic reaction: reactants, conditions, products, and yield The reactants are C1CCOC1, CO, [Li+], [OH-], O, O, CCOC(=O)c1c[nH]c2c(-n3cccn3)ncnc12. Yields the product O=C(O)c1c[nH]c2c(-n3cccn3)ncnc12. RXN SMILES: [CH2:25]1[O:26][CH2:27][CH2:28][CH2:29]1.[CH3:23][OH:24].[Li+:21].[OH-:20].[OH2:22].[OH2:30].[n:1]1(-[c:6]2[c:7]3[c:8]([n:9][cH:10][n:11]2)[c:12]([C:15](=[O:16])[O:17][CH2:18][CH3:19])[cH:13][nH:14]3)[n:2][cH:3][cH:4][cH:5]1>>[n:1]1(-[c:6]2[c:7]3[c:8]([n:9][cH:10][n:11]2)[c:12]([C:15](=[O:16])[OH:17])[cH:13][nH:14]3)[n:2][cH:3][cH:4][cH:5]1. Starting materials: C(=O)(OC(C)(C)C)N[C@@H](CC1=CC=NC=C1)C(=O)O (N-Boc-(2S)-3-(pyridin-4-yl)alanine), CN1CCOCC1 (N-methylmorpholine), N1CCCC1 (pyrrolidine), ClC(=O)OCC(C)C (isobutyl chloroformate). The solvent is C1CCOC1 (THF). Run at temperature -15 celsius, time 5 minute. Product: O=C([C@H](CC1=CC=NC=C1)NC(OC(C)(C)C)=O)N1CCCC1 (tert-Butyl(S)-1-oxo-3-(pyridin-4-yl)-1-(pyrrolidin-1-yl)propan-2-ylcarbamate). Yield: 27.5%. As a reaction SMILES: [C:1]([NH:8][C@H:9]([C:17]([OH:19])=O)[CH2:10][C:11]1[CH:16]=[CH:15][N:14]=[CH:13][CH:12]=1)([O:3][C:4]([CH3:7])([CH3:6])[CH3:5])=[O:2].C[N:21]1[CH2:26][CH2:25]O[CH2:23][CH2:22]1.ClC(OCC(C)C)=O.N1CCCC1>C1COCC1>[O:19]=[C:17]([N:21]1[CH2:26][CH2:25][CH2:23][CH2:22]1)[C@@H:9]([NH:8][C:1](=[O:2])[O:3][C:4]([CH3:5])([CH3:6])[CH3:7])[CH2:10][C:11]1[CH:12]=[CH:13][N:14]=[CH:15][CH:16]=1. Procedure details: To a solution of N-Boc-(2S)-3-(pyridin-4-yl)alanine (500 mg, 1.9 mmol) in THF (12 mL) was added N-methylmorpholine (200 μL, 1.9 mmol) and the solution was stirred for 5 min, cooled at −15° C. and treated dropwise with isobutyl chloroformate (249 μL, 1.9 mmol). The mixture was stirred for 10 min and pyrrolidine (1.08 g, 15.2 mmol) was added and allowed to warm to 25° C. with stirring for 3 h. The solvent were removed under reduced pressure and the residue was partitioned between EtOAc and NaH2PO4...